Dataset: the Open Reaction Database (ORD), a public repository of structured organic reaction records. Task: describe an organic reaction: reactants, conditions, products, and yield The reactants are CC=1N(N=C2C1C(NC=1C=C3C(=CC21)C=CC=C3)=O)C(=O)OC(C)(C)C (tert-butyl 3-methyl-4-oxo-4,5-dihydro-2H-benzo[g]pyrazolo[4,3-c]quinoline-2-carboxylate), C([O-])([O-])=O.[Cs+].[Cs+] (cesium carbonate), C(C)(C)(C)OC(NCCCBr)=O (N-(3-bromopropyl)carbamic acid tert-butyl ester). Run in CN(C)C=O (DMF). Reaction conditions: time 20 hour. Yields the product C(C)(C)(C)OC(=O)NCCCN1C(C=2C(C=3C=C4C(=CC13)C=CC=C4)=NN(C2C)C(=O)OC(C)(C)C)=O (tert-butyl 5-{3-[(tert-butoxycarbonyl)amino]propyl}-3-methyl-4-oxo-4,5-dihydro-2H-benzo[g]pyrazolo[4,3-c]quinoline-2-carboxylate). RXN SMILES: [CH3:1][C:2]1[N:3]([C:20]([O:22][C:23]([CH3:26])([CH3:25])[CH3:24])=[O:21])[N:4]=[C:5]2[C:14]3[CH:13]=[C:12]4[CH:15]=[CH:16][CH:17]=[CH:18][C:11]4=[CH:10][C:9]=3[NH:8][C:7](=[O:19])[C:6]=12.C(=O)([O-])[O-].[Cs+].[Cs+].[C:33]([O:37][C:38](=[O:44])[NH:39][CH2:40][CH2:41][CH2:42]Br)([CH3:36])([CH3:35])[CH3:34]>CN(C=O)C>[C:33]([O:37][C:38]([NH:39][CH2:40][CH2:41][CH2:42][N:8]1[C:9]2[CH:10]=[C:11]3[CH:18]=[CH:17][CH:16]=[CH:15][C:12]3=[CH:13][C:14]=2[C:5]2=[N:4][N:3]([C:20]([O:22][C:23]([CH3:26])([CH3:25])[CH3:24])=[O:21])[C:2]([CH3:1])=[C:6]2[C:7]1=[O:19])=[O:44])([CH3:36])([CH3:35])[CH3:34] |f:1.2.3|. Reported procedure: To a mixture of tert-butyl 3-methyl-4-oxo-4,5-dihydro-2H-benzo[g]pyrazolo[4,3-c]quinoline-2-carboxylate (1-6) (0.1 g, 0.29 mmol, 1.0 equiv) and cesium carbonate (0.50 g, 1.5 mmol, 5.4 equiv) in DMF (5 ml) was added N-(3-bromopropyl)carbamic acid tert-butyl ester (0.12 g, 0.50 mmol, 1.8 equiv) and the reaction was stirred at room temperature. After 20 hours LC/MS indicated the reaction was 55% complete so an additional 120 mg of alkylating agent was added and the reaction was stirred at room temp... Starting materials: C1(CCCC1)[Si](OC)(OC)OC (cyclopentyl trimethoxysilane), C(C)(C)(C)O (tert.-butyl alcohol), CC(C)([O-])C.[K+] (potassium tert.-butoxide), [Cl-].[NH4+] (ammonium chloride). Reaction conditions: temperature 80 celsius, time 10 hour. Product: C(C)(C)(C)O[Si](OC)(OC)C1CCCC1 (tert.-butoxy cyclopentyl dimethoxysilane). Yield: 21.0%. As a reaction SMILES: [CH:1]1([Si:6](OC)([O:9][CH3:10])[O:7][CH3:8])[CH2:5][CH2:4][CH2:3][CH2:2]1.[C:13]([OH:17])([CH3:16])([CH3:15])[CH3:14].CC(C)([O-])C.[K+].[Cl-].[NH4+]>>[C:13]([O:17][Si:6]([CH:1]1[CH2:5][CH2:4][CH2:3][CH2:2]1)([O:9][CH3:10])[O:7][CH3:8])([CH3:16])([CH3:15])[CH3:14] |f:2.3,4.5|. Procedure details: In a 100 ml three-neck flask provided with a magnetic stirrer and a reflux condenser were charged 25.0 g (0.131 mole) of cyclopentyl trimethoxysilane, 9.74 g (0.131 mole) of tert.-butyl alcohol and 20 mg (0.18 m mole) of potassium tert.-butoxide, which were then reacted with each other by heating under stirring in an oil both of 80° C. for 10 hours. After cooled, ammonium chloride was added to neutralize the alkali. Then, tert.-butoxy cyclopentyl dimethoxysilane of 6.25 g (0.0269 mole) was obtai... Starting materials: ClC=1N=C(C2=C(N1)SC=N2)NC2=CC(=C(C=C2)OC)OC ((5-chloro-thiazolo[5,4-d]pyrimidin-7-yl)-(3,4-dimethoxy-phenyl)-amine), N1CC(CCC1)C(=O)OC (methyl piperidine-3-carboxylate), C(=O)([O-])[O-].[Cs+].[Cs+] (Cs2CO3), CC(C)C1=CC(=C(C(=C1)C(C)C)C2=C(C=CC=C2)P(C3CCCCC3)C4CCCCC4)C(C)C (X-Phos). Reagents/catalysts: C=1C=CC(=CC1)/C=C/C(=O)/C=C/C2=CC=CC=C2.C=1C=CC(=CC1)/C=C/C(=O)/C=C/C2=CC=CC=C2.C=1C=CC(=CC1)/C=C/C(=O)/C=C/C2=CC=CC=C2.[Pd].[Pd] (Pd2(dba)3). Run in O1CCOCC1 (dioxane). The product is COC=1C=C(C=CC1OC)NC=1C2=C(N=C(N1)N1CC(CCC1)C(=O)OC)SC=N2 (methyl 1-(7-(3,4-dimethoxyphenylamino)thiazolo[5,4-d]pyrimidin-5-yl)piperidine-3-carboxylate). The yield is 55.9%. Reaction SMILES: Cl[C:2]1[N:3]=[C:4]([NH:11][C:12]2[CH:17]=[CH:16][C:15]([O:18][CH3:19])=[C:14]([O:20][CH3:21])[CH:13]=2)[C:5]2[N:10]=[CH:9][S:8][C:6]=2[N:7]=1.[NH:22]1[CH2:27][CH2:26][CH2:25][CH:24]([C:28]([O:30][CH3:31])=[O:29])[CH2:23]1.C([O-])([O-])=O.[Cs+].[Cs+].CC(C1C=C(C(C)C)C(C2C=CC=CC=2P(C2CCCCC2)C2CCCCC2)=C(C(C)C)C=1)C>O1CCOCC1.C1C=CC(/C=C/C(/C=C/C2C=CC=CC=2)=O)=CC=1.C1C=CC(/C=C/C(/C=C/C2C=CC=CC=2)=O)=CC=1.C1C=CC(/C=C/C(/C=C/C2C=CC=CC=2)=O)=CC=1.[Pd].[Pd]>[CH3:21][O:20][C:14]1[CH:13]=[C:12]([NH:11][C:4]2[C:5]3[N:10]=[CH:9][S:8][C:6]=3[N:7]=[C:2]([N:22]3[CH2:27][CH2:26][CH2:25][CH:24]([C:28]([O:30][CH3:31])=[O:29])[CH2:23]3)[N:3]=2)[CH:17]=[CH:16][C:15]=1[O:18][CH3:19] |f:2.3.4,7.8.9.10.11|. Procedure: To a solution of (5-chloro-thiazolo[5,4-d]pyrimidin-7-yl)-(3,4-dimethoxy-phenyl)-amine (80 mg, 0.25 mmol) in 10 mL of dioxane, methyl piperidine-3-carboxylate (107 mg, 0.75 mmol), Cs2CO3 (163 mg, 0.50 mmol), X-Phos (47.6 mg, 0.1 mmol) were added. After degassed three times under nitrogen, Pd2(dba)3 (28 mg, 0.05 mmol) was added. The resulting mixture was degassed one more time, and stirred at reflux overnight. The excess of dioxane was removed under reduced pressure and the residue was purified b...